describe an organic reaction: reactants, conditions, products, and yield From a dataset of the Open Reaction Database (ORD), a public repository of structured organic reaction records. Reactants: BrC1=CC=C(C=C1)C1OCC(CO1)(C)C (2-(4-Bromophenyl)-5,5-dimethyl-1,3-dioxane), [Mg] (magnesium), C(C=C)Br (allyl bromide). Solvent: C1CCOC1 (THF), C1CCOC1 (THF). Run at time 4.5 hour. The product is C(C=C)C1=CC=C(C=C1)C1OCC(CO1)(C)C (2-(4-Allylphenyl)-5,5-dimethyl-1,3-dioxane). Yield: 58.9%. RXN SMILES: Br[C:2]1[CH:7]=[CH:6][C:5]([CH:8]2[O:13][CH2:12][C:11]([CH3:15])([CH3:14])[CH2:10][O:9]2)=[CH:4][CH:3]=1.[Mg].[CH2:17](Br)[CH:18]=[CH2:19]>C1COCC1>[CH2:19]([C:2]1[CH:7]=[CH:6][C:5]([CH:8]2[O:13][CH2:12][C:11]([CH3:15])([CH3:14])[CH2:10][O:9]2)=[CH:4][CH:3]=1)[CH:18]=[CH2:17]. Procedure details: In a dry apparatus a solution of 12 (2.05 g, 7.60 mmol) in THF (15 mL) was added dropwise to magnesium powder (0.22 g, 9.1 mmol) under argon. After the addition was completed the mixture was refluxed for 45 min. Then the mixture was cooled to rt and allyl bromide (720 μL, 8.30 mmol) dissolved in THF (10 mL) was added slowly. The mixture was stirred for 4.5 h, then quenched with satd aq NH4Cl (25 mL) and extracted with ether. The combined organic phases were washed with aq NaHCO3 (5%) and brine a...